describe an organic reaction: reactants, conditions, products, and yield From a dataset of the Open Reaction Database (ORD), a public repository of structured organic reaction records. Starting materials: COC(NC12CCC(CC1)(CC2)C2=NC=1N(C(N(C(C1N2)=O)CCC)=O)CCC)=O ([4-(2,6-Dioxo-1,3-dipropyl-2,3,6,7-tetrahydro-1H-purin-8-yl)-bicyclo[2.2.2]oct-1-yl]-carbamic acid methyl ester). Run in Cl (HCl). Product: NC12CCC(CC1)(CC2)C2=NC=1N(C(N(C(C1N2)=O)CCC)=O)CCC (8-(4-Amino-bicyclo[2.2.2]oct-1-yl)-1,3-dipropyl-3,7-dihydro-purine-2,6-dione). RXN SMILES: COC(=O)[NH:4][C:5]12[CH2:12][CH2:11][C:8]([C:13]3[NH:21][C:20]4[C:19](=[O:22])[N:18]([CH2:23][CH2:24][CH3:25])[C:17](=[O:26])[N:16]([CH2:27][CH2:28][CH3:29])[C:15]=4[N:14]=3)([CH2:9][CH2:10]1)[CH2:7][CH2:6]2>Cl>[NH2:4][C:5]12[CH2:12][CH2:11][C:8]([C:13]3[NH:21][C:20]4[C:19](=[O:22])[N:18]([CH2:23][CH2:24][CH3:25])[C:17](=[O:26])[N:16]([CH2:27][CH2:28][CH3:29])[C:15]=4[N:14]=3)([CH2:9][CH2:10]1)[CH2:7][CH2:6]2. Procedure details: [4-(2,6-Dioxo-1,3-dipropyl-2,3,6,7-tetrahydro-1H-purin-8-yl)-bicyclo[2.2.2]oct-1-yl]-carbamic acid methyl ester (Example 13d) (8.3 gm, 20 mmol) was refluxed in 40 ml of conc. HCl for 3 h. The reaction mixture was concentrated in vacuo to a solid residue which was triturated in acetonitrile to afford 5.8 gm (77%) as a white solid (MH+=360.02) Reactants: Cc1ccc(NC(=O)c2ccnc(N3CCOCC3)c2)cc1NC(=O)c1cc(Cl)ccc1[N+](=O)[O-], CN1CCNCC1. Yields the product Cc1ccc(NC(=O)c2ccnc(N3CCOCC3)c2)cc1NC(=O)c1cc(N2CCN(C)CC2)ccc1[N+](=O)[O-]. Reaction SMILES: [CH3:1][c:2]1[c:3]([NH:23][C:24]([c:25]2[c:26]([N+:32](=[O:33])[O-:34])[cH:27][cH:28][c:29]([Cl:31])[cH:30]2)=[O:35])[cH:4][c:5]([NH:8][C:9](=[O:10])[c:11]2[cH:12][c:13]([N:17]3[CH2:18][CH2:19][O:20][CH2:21][CH2:22]3)[n:14][cH:15][cH:16]2)[cH:6][cH:7]1.[CH3:36][N:37]1[CH2:38][CH2:39][NH:40][CH2:41][CH2:42]1>>[CH3:1][c:2]1[c:3]([NH:23][C:24]([c:25]2[c:26]([N+:32](=[O:33])[O-:34])[cH:27][cH:28][c:29]([N:40]3[CH2:39][CH2:38][N:37]([CH3:36])[CH2:42][CH2:41]3)[cH:30]2)=[O:35])[cH:4][c:5]([NH:8][C:9](=[O:10])[c:11]2[cH:12][c:13]([N:17]3[CH2:18][CH2:19][O:20][CH2:21][CH2:22]3)[n:14][cH:15][cH:16]2)[cH:6][cH:7]1. Starting materials: BrC1=CC2=C(N=C(N=N2)N)C(=C1)C (7-bromo-5-methyl-benzo[1,2,4]triazin-3-ylamine), BrC1=CC=C(OCCN2CCCC2)C=C1 (1-[2-(4-bromo-phenoxy)-ethyl]-pyrrolidine), Pd(dba)3, C=1C=CC(=CC1)P(C=2C=CC=CC2)C3=CC=C4C=CC=CC4=C3C5=C6C=CC=CC6=CC=C5P(C=7C=CC=CC7)C=8C=CC=CC8 (BINAP). Solvent: C1(=CC=CC=C1)C (toluene). Reaction conditions: time 24 hour. Yields the product CC1=C(C(=CC=C1)C)C1=CC2=C(N=C(N=N2)NC2=CC=C(C=C2)OCCN2CCCC2)C(=C1)C ([7-(2,6-dimethyl-phenyl)-5-methyl-benzo[1,2,4]triazin-3-yl]-[4-(2-pyrrolidin-1-yl-ethoxy)-phenyl]-amine). Yield: 36.7%. Reaction SMILES: Br[C:2]1[CH:12]=[C:11]([CH3:13])[C:5]2[N:6]=[C:7]([NH2:10])[N:8]=[N:9][C:4]=2[CH:3]=1.Br[C:15]1[CH:28]=[CH:27][C:18]([O:19][CH2:20][CH2:21][N:22]2[CH2:26][CH2:25][CH2:24][CH2:23]2)=[CH:17][CH:16]=1.C1C=CC(P([C:42]2[C:51]([C:52]3C(P(C4C=CC=CC=4)C4C=CC=CC=4)=CC=C4C=3C=CC=C4)=[C:50]3[C:45]([CH:46]=CC=C3)=[CH:44][CH:43]=2)C2C=CC=CC=2)=CC=1>C1(C)C=CC=CC=1>[CH3:46][C:45]1[CH:44]=[CH:43][CH:42]=[C:51]([CH3:52])[C:50]=1[C:2]1[CH:12]=[C:11]([CH3:13])[C:5]2[N:6]=[C:7]([NH:10][C:15]3[CH:28]=[CH:27][C:18]([O:19][CH2:20][CH2:21][N:22]4[CH2:26][CH2:25][CH2:24][CH2:23]4)=[CH:17][CH:16]=3)[N:8]=[N:9][C:4]=2[CH:3]=1. Procedure details: About 1 g (3.78 mmol) of 7-bromo-5-methyl-benzo[1,2,4]triazin-3-ylamine and about 2.04 g (7.56 mmol) of 1-[2-(4-bromo-phenoxy)-ethyl]-pyrrolidine were dissolved in about 500 ml of toluene. About 174 mg (0.19 mmol) of Pd(dba)3, about 340 mg (0.54 mmol) of BINAP, and about 500 mg (4.46 mmol) KU-Bu were added to the solution. The mixture was kept at about 100° C. for about 24 hours under argon. The crude product was purified by preparative HPLC. About 90 mg of [7-(2,6-dimethyl-phenyl)-5-methyl-benz... Reactants: CI, CN(C)C=O, CCOC(C)=O, COc1ccc(-c2nc[nH]c2-c2ccc(OC)cc2)cc1, [H-], [Na+], O. Yields the product COc1ccc(-c2ncn(C)c2-c2ccc(OC)cc2)cc1. As a reaction SMILES: [CH3:24][I:25].[CH3:27][N:28]([CH3:29])[CH:30]=[O:31].[CH3:32][CH2:33][O:34][C:35](=[O:36])[CH3:37].[CH3:3][O:4][c:5]1[cH:6][cH:7][c:8](-[c:11]2[n:12][cH:13][nH:14][c:15]2-[c:16]2[cH:17][cH:18][c:19]([O:22][CH3:23])[cH:20][cH:21]2)[cH:9][cH:10]1.[H-:1].[Na+:2].[OH2:26]>>[CH3:3][O:4][c:5]1[cH:6][cH:7][c:8](-[c:11]2[n:12]([CH3:24])[cH:13][n:14][c:15]2-[c:16]2[cH:17][cH:18][c:19]([O:22][CH3:23])[cH:20][cH:21]2)[cH:9][cH:10]1. The reactants are C1Cc2ccccc2CC1C=O, CC1=CN=C(C=C1)N, [C-]#[N+]C1CCCCC1. The reagents and catalysts are O=C(O)C(F)(F)F (trifluoroacetic acid). The solvent is CC(C)O (isopropyl alcohol), CC(C)O (isopropylalcohol). Run at temperature 22 celsius, time 20 hour. Product: Cc1ccc2nc(C3CCc4ccccc4C3)c(NC3CCCCC3)n2c1. Isolated yield 99.0%. As a reaction SMILES: CC1=CC=C(N)N=C1.[C-]#[N+]C1CCCCC1.O=CC1CCC2=C(C1)C=CC=C2>>CC1=CN2C(C=C1)=NC(C1CCC3=C(C1)C=CC=C3)=C2NC1CCCCC1.